Dataset: the Open Reaction Database (ORD), a public repository of structured organic reaction records. Task: describe an organic reaction: reactants, conditions, products, and yield Starting materials: [Al+3], [H-], [H-], [H-], [H-], [Li+], [Na+], C1CCOC1, [OH-], O, ON=C1CCC(C(c2ccccc2)N2CCCCC2)CC1. The product is NC1CCC(C(c2ccccc2)N2CCCCC2)CC1. RXN SMILES: [Al+3:23].[H-:22].[H-:25].[H-:26].[H-:27].[Li+:24].[Na+:30].[O:31]1[CH2:32][CH2:33][CH2:34][CH2:35]1.[OH-:29].[OH2:28].[c:1]1([CH:7]([CH:8]2[CH2:9][CH2:10][C:11](=[N:14][OH:15])[CH2:12][CH2:13]2)[N:16]2[CH2:17][CH2:18][CH2:19][CH2:20][CH2:21]2)[cH:2][cH:3][cH:4][cH:5][cH:6]1>>[c:1]1([CH:7]([CH:8]2[CH2:9][CH2:10][CH:11]([NH2:14])[CH2:12][CH2:13]2)[N:16]2[CH2:17][CH2:18][CH2:19][CH2:20][CH2:21]2)[cH:2][cH:3][cH:4][cH:5][cH:6]1. The reactants are CC=1C(CCC1C)=O (2,3-dimethylcyclopent-2-enone), Cl (hydrochloric acid), N (ammonia), [Li]CCCC (n-BuLi), BrC=1C=CC=C2C=CC=NC12 (8-bromoquinoline). The solvent is C1CCOC1 (THF), C1CCOC1 (THF). Conditions: time 15 minute. Product: N1=CC=CC2=CC=CC(=C12)C1=C(C(=CC1)C)C (1-(8-quinolyl)-2,3-dimethylcyclopentadiene). Isolated yield 41.4%. Reaction SMILES: [Li]CCCC.Br[C:7]1[CH:8]=[CH:9][CH:10]=[C:11]2[C:16]=1[N:15]=[CH:14][CH:13]=[CH:12]2.[CH3:17][C:18]1[C:19](=O)[CH2:20][CH2:21][C:22]=1[CH3:23].Cl.N>C1COCC1>[N:15]1[C:16]2[C:11](=[CH:10][CH:9]=[CH:8][C:7]=2[C:19]2[CH2:20][CH:21]=[C:22]([CH3:23])[C:18]=2[CH3:17])[CH:12]=[CH:13][CH:14]=1. Reported procedure: 5 ml of n-BuLi (2.5 M in hexane, 12.5 mmol) were added dropwise at −95° C. to a solution of 2.5 g of 8-bromoquinoline (12 mmol) in 120 ml of THF, the mixture was stirred for 15 minutes, and 1.3 g of 2,3-dimethylcyclopent-2-enone (12 mmol) dissolved in 10 ml of THF were subsequently added. After warming to room temperature, the solution was refluxed for one hour. The cooled reaction mixture was hydrolyzed using ice, acidified using hydrochloric acid and then neutralized using ammonia solution. Th... Reactants: C1OC2=CC3=C(CC(NC=C3)=O)C=C2O1 (7,8-methylenedioxy-2-oxo-1,3-dihydro-2H-3-benzazepine), ClCCC1N(CCCC1)CCCC1=CC=NC=C1 (2-(2-chloroethyl)-N-[3-(pyrid-4-yl)-propyl]-piperidine). The solvent is CS(=O)C (dimethylsulphoxide), CC(C)([O-])C.[K+] (potassium tert.butoxide). The product is O.O.Cl.Cl.N1=CC=C(C=C1)CCCN1C(CCCC1)CCN1C=CC2=C(CC1=O)C=C1C(=C2)OCO1 (3-[2-(N-(3-(Pyrid-4-yl)-propyl)-piperid-2-yl)-ethyl]-7,8-methylenedioxy-2-oxo-1,3-dihydro-2H-3-benzazepine-dihydrochloride-dihydrate). Reaction SMILES: [CH2:1]1[O:15][C:14]2[C:3](=[CH:4][C:5]3[CH:11]=[CH:10][NH:9][C:8](=[O:12])[CH2:7][C:6]=3[CH:13]=2)[O:2]1.[Cl:16][CH2:17][CH2:18][CH:19]1[CH2:24][CH2:23][CH2:22][CH2:21][N:20]1[CH2:25][CH2:26][CH2:27][C:28]1[CH:33]=[CH:32][N:31]=[CH:30][CH:29]=1>CS(C)=O.CC(C)([O-])C.[K+]>[OH2:2].[OH2:2].[ClH:16].[ClH:16].[N:31]1[CH:32]=[CH:33][C:28]([CH2:27][CH2:26][CH2:25][N:20]2[CH2:21][CH2:22][CH2:23][CH2:24][CH:19]2[CH2:18][CH2:17][N:9]2[C:8](=[O:12])[CH2:7][C:6]3[CH:13]=[C:14]4[O:15][CH2:1][O:2][C:3]4=[CH:4][C:5]=3[CH:11]=[CH:10]2)=[CH:29][CH:30]=1 |f:3.4,5.6.7.8.9|. Procedure: Prepared from 7,8-methylenedioxy-2-oxo-1,3-dihydro-2H-3-benzazepine and 2-(2-chloroethyl)-N-[3-(pyrid-4-yl)-propyl]-piperidine in dimethylsulphoxide and potassium tert.butoxide analogously to Example 2. RXN SMILES: [Cl:21][c:22]1[cH:23][c:24]([C:25](=[O:26])[Cl:27])[cH:28][cH:29][c:30]1[Cl:31].[cH:1]1[cH:2][cH:3][cH:4][c:5]2[c:11]1-[c:10]1[c:9]([cH:15][cH:14][cH:13][cH:12]1)[CH2:8][N:7]([C:16]([O:17][CH2:18][CH3:19])=[NH:20])[CH2:6]2>>[cH:1]1[cH:2][cH:3][cH:4][c:5]2[c:11]1-[c:10]1[c:9]([cH:15][cH:14][cH:13][cH:12]1)[CH2:8][N:7]([C:16]([O:17][CH2:18][CH3:19])=[N:20][C:25]([c:24]1[cH:23][c:22]([Cl:21])[c:30]([Cl:31])[cH:29][cH:28]1)=[O:26])[CH2:6]2. The reactants are O=C(Cl)c1ccc(Cl)c(Cl)c1, CCOC(=N)N1Cc2ccccc2-c2ccccc2C1. Product: CCOC(=NC(=O)c1ccc(Cl)c(Cl)c1)N1Cc2ccccc2-c2ccccc2C1. Starting materials: N1CC(C1)C1=CC2=C(C=3N=C(SC3CCO2)C=2N(N=C(N2)C)C(C)C)C=C1 (8-Azetidin-3-yl-2-(2-isopropyl-5-methyl-2H-[1,2,4]triazol-3-yl)-4,5-dihydro-6-oxa-3-thia-1-aza-benzo[e]azulene), C(C)(C)N(C(C)C)CC (N,N-diisopropylethylamine), O1CCCC1 (tetrahydrofuran), C([C@@H](O)C)(=O)O (L-lactic acid), N,N,N′,N′-tetramethyl-β-(7-azabenzotriazol-1-yl)uronium hexafluorophosphate. Run at time 8 hour. The product is O[C@H](C(=O)N1CC(C1)C1=CC2=C(C=3N=C(SC3CCO2)C=2N(N=C(N2)C)C(C)C)C=C1)C ((S)-2-Hydroxy-1-{3-[2-(2-isopropyl-5-methyl-2H-[1,2,4]triazol-3-yl)-4,5-dihydro-6-oxa-3-thia-1-aza-benzo[e]azulen-8-yl]-azetidin-1-yl}-propan-1-one). Yield: 53.6%. As a reaction SMILES: [NH:1]1[CH2:4][CH:3]([C:5]2[CH:27]=[CH:26][C:8]3[C:9]4[N:10]=[C:11]([C:17]5[N:18]([CH:23]([CH3:25])[CH3:24])[N:19]=[C:20]([CH3:22])[N:21]=5)[S:12][C:13]=4[CH2:14][CH2:15][O:16][C:7]=3[CH:6]=2)[CH2:2]1.C(N(CC)C(C)C)(C)C.O1CCCC1.[C:42](O)(=[O:46])[C@H:43]([CH3:45])[OH:44]>>[OH:44][C@@H:43]([CH3:45])[C:42]([N:1]1[CH2:4][CH:3]([C:5]2[CH:27]=[CH:26][C:8]3[C:9]4[N:10]=[C:11]([C:17]5[N:18]([CH:23]([CH3:25])[CH3:24])[N:19]=[C:20]([CH3:22])[N:21]=5)[S:12][C:13]=4[CH2:14][CH2:15][O:16][C:7]=3[CH:6]=2)[CH2:2]1)=[O:46]. Procedure: To a solution of 8-Azetidin-3-yl-2-(2-isopropyl-5-methyl-2H-[1,2,4]triazol-3-yl)-4,5-dihydro-6-oxa-3-thia-1-aza-benzo[e]azulene (0.811 g, 0.000786 mol) and N,N-diisopropylethylamine (0.274 mL, 0.00157 mol) in tetrahydrofuran (5.0 mL, 0.062 mol) was added simultaneously L-lactic acid (0.0708 g, 0.000786 mol) and N,N,N′,N′-tetramethyl-β-(7-azabenzotriazol-1-yl)uronium hexafluorophosphate (0.329 g, 0.000865 mol). The reaction was stirred at room temperature overnight. The mixture was partitioned be... Starting materials: ClC1=C(C=C(CC2(C(C2)(F)F)C(=O)OC(C)(C)C)C=C1)NC([C@@H]([C@H](C(F)(F)F)C)C1=CC=C(C=C1)Cl)=O (tert-butyl 1-(4-chloro-3-{[(2S,3R)-2-(4-chlorophenyl)-4,4,4-trifluoro-3-methylbutanoyl]amino}benzyl)-2,2-difluorocyclopropanecarboxylate), C(=O)(C(F)(F)F)O (TFA). Solvent: ClCCl (dichloromethane). Reaction conditions: time 1 hour. The product is ClC1=C(C=C(CC2(C(C2)(F)F)C(=O)O)C=C1)NC([C@@H]([C@H](C(F)(F)F)C)C1=CC=C(C=C1)Cl)=O (1-(4-Chloro-3-{[(2S,3R)-2-(4-chlorophenyl)-4,4,4-trifluoro-3-methylbutanoyl]amino}benzyl)-2,2-difluorocyclopropanecarboxylic acid). Reaction SMILES: [Cl:1][C:2]1[CH:20]=[CH:19][C:5]([CH2:6][C:7]2([C:12]([O:14]C(C)(C)C)=[O:13])[CH2:9][C:8]2([F:11])[F:10])=[CH:4][C:3]=1[NH:21][C:22](=[O:37])[C@H:23]([C:30]1[CH:35]=[CH:34][C:33]([Cl:36])=[CH:32][CH:31]=1)[C@@H:24]([CH3:29])[C:25]([F:28])([F:27])[F:26].C(O)(C(F)(F)F)=O>ClCCl>[Cl:1][C:2]1[CH:20]=[CH:19][C:5]([CH2:6][C:7]2([C:12]([OH:14])=[O:13])[CH2:9][C:8]2([F:11])[F:10])=[CH:4][C:3]=1[NH:21][C:22](=[O:37])[C@H:23]([C:30]1[CH:31]=[CH:32][C:33]([Cl:36])=[CH:34][CH:35]=1)[C@@H:24]([CH3:29])[C:25]([F:26])([F:27])[F:28]. Reported procedure: 1.80 g (3.18 mmol) of tert-butyl 1-(4-chloro-3-{[(2S,3R)-2-(4-chlorophenyl)-4,4,4-trifluoro-3-methylbutanoyl]amino}benzyl)-2,2-difluorocyclopropanecarboxylate (as diastereomer mixture) were dissolved in 5 ml of dichloromethane, and 4.9 ml of TFA were added at RT. The reaction mixture was stirred at RT for 1 h and then concentrated under reduced pressure. The residue was purified by chromatography on silica gel (mobile phase first dichloromethane, then dichloromethane/ethyl acetate 10:1→5:1). Thi...